From a dataset of the Open Reaction Database (ORD), a public repository of structured organic reaction records. describe an organic reaction: reactants, conditions, products, and yield Procedure details: Tetrahydrofuran (20 mL) was added to methyltriphenylphosphonium bromide (3.150 g, 8.8 mmol). Then potassium t-butoxide (0.989 g, 8.8 mmol) was added herein small portions with ice-cooling, and the mixture was stirred at room temperature for 1 hr. The resultant slurry was cooled to −78° C. and a tetrahydrofuran (20 mL) solution containing 3,5-dibromobenzaldehyde (1.519 g, 5.8 mmol) was added dropwise. The reaction solution was allowed to warm to room temperature and stirred for 1 hr, and then a s... Reagents/catalysts: [Br-].C[P+](C1=CC=CC=C1)(C1=CC=CC=C1)C1=CC=CC=C1 (methyltriphenylphosphonium bromide). Reaction SMILES: [CH3:1]C(C)([O-])C.[K+].[Br:7][C:8]1[CH:9]=[C:10]([CH:13]=[C:14]([Br:16])[CH:15]=1)[CH:11]=O.[Cl-].[NH4+]>[Br-].C[P+](C1C=CC=CC=1)(C1C=CC=CC=1)C1C=CC=CC=1.O1CCCC1>[Br:7][C:8]1[CH:9]=[C:10]([CH:13]=[C:14]([Br:16])[CH:15]=1)[CH:11]=[CH2:1] |f:0.1,3.4,5.6|. Product: BrC=1C=C(C=C)C=C(C1)Br (3,5-dibromostyrene). Run at time 1 hour. Solvent: O1CCCC1 (Tetrahydrofuran), O1CCCC1 (tetrahydrofuran). The yield is 79.3%. Reactants: CC(C)([O-])C.[K+] (potassium t-butoxide), [Cl-].[NH4+] (ammonium chloride), BrC=1C=C(C=O)C=C(C1)Br (3,5-dibromobenzaldehyde). The reactants are Cl (HCl), NC1=C(SC(=C1)Br)C(=O)OC (methyl 3-amino-5-bromothiophene-2-carboxylate), C[O-].[Na+] (sodium methoxide), CO (methanol). Solvent: O (water). Conditions: temperature 75 celsius, time 5 hour. Yields the product NC1=C(SC(=C1)Br)C(=O)O (3-amino-5-bromothiophene-2-carboxylic acid). The yield is 69.4%. RXN SMILES: [NH2:1][C:2]1[CH:6]=[C:5]([Br:7])[S:4][C:3]=1[C:8]([O:10]C)=[O:9].C[O-].[Na+].CO.Cl>O>[NH2:1][C:2]1[CH:6]=[C:5]([Br:7])[S:4][C:3]=1[C:8]([OH:10])=[O:9] |f:1.2|. Procedure: A mixture of methyl 3-amino-5-bromothiophene-2-carboxylate (0.236 g, 1.00 mmol), sodium methoxide (0.162 g, 3.00 mmol), methanol (4.0 mL) and water (1.0 mL) was stirred at 75° C. for 5 h. The mixture was cooled in an ice-bath and conc. HCl (0.250 mL, 3.00 mmol) was added. The mixture was concentrated in vacuo to remove methanol. The residue was triturated with water, and the precipitate was collected by filtration and washed with water to afford the title compound (0.154 g, 69%) as a pale orange... The reactants are N1C=C(C=2C1=NC=CC2)C=C2C(C(=C(O2)NC2=CC=C(C=C2)F)C(=O)OCC)=O (Ethyl 5-[(1H-pyrrolo[2,3-b]pyridin-3-yl)methylene]-2-[(4-fluorophenyl)amino]-4-oxo-4,5-dihydrofuran-3-carboxylate), CC(CO)(CO)C (2,2-dimethyl-1,3-propanediol), Zn4(OCOCF3)6O. Reagents/catalysts: [Zn] (zinc). Run in CN(C(C)=O)C (N,N-dimethylacetamide). The product is N1C=C(C=2C1=NC=CC2)C=C2C(C(=C(O2)NC2=CC=C(C=C2)F)C(=O)OCC(CO)(C)C)=O (3-Hydroxy-2,2-dimethylpropyl 5-[(1H-pyrrolo[2,3-b]pyridin-3-yl)methylene]-2-[(4-fluorophenyl)amino]-4-oxo-4,5-dihydrofuran-3-carboxylate). The yield is 17.7%. Reaction SMILES: [NH:1]1[C:5]2=[N:6][CH:7]=[CH:8][CH:9]=[C:4]2[C:3]([CH:10]=[C:11]2[O:15][C:14]([NH:16][C:17]3[CH:22]=[CH:21][C:20]([F:23])=[CH:19][CH:18]=3)=[C:13]([C:24](OCC)=[O:25])[C:12]2=[O:29])=[CH:2]1.[CH3:30][C:31]([CH3:36])([CH2:34][OH:35])[CH2:32][OH:33]>CN(C)C(=O)C.[Zn]>[NH:1]1[C:5]2=[N:6][CH:7]=[CH:8][CH:9]=[C:4]2[C:3]([CH:10]=[C:11]2[O:15][C:14]([NH:16][C:17]3[CH:22]=[CH:21][C:20]([F:23])=[CH:19][CH:18]=3)=[C:13]([C:24]([O:33][CH2:32][C:31]([CH3:36])([CH3:30])[CH2:34][OH:35])=[O:25])[C:12]2=[O:29])=[CH:2]1. Procedure: A solution of the compound (0.10 g, 0.25 mmol) of Example 21, 2,2-dimethyl-1,3-propanediol (0.40 g, 3.8 mmol) and zinc cluster catalyst (Zn4(OCOCF3)6O) (0.018 g, 0.019 mmol) in N,N-dimethylacetamide (1.5 mL) was stirred with the microwave synthesizer (Biotage Initiator™) at 130° C. for 24 h. Cooled to ambient temperature, the precipitate was removed by filtration. The filtrate was purified by preparative HPLC to afford the titled compound as solid (0.020 g, y. 17%).